From a dataset of the Open Reaction Database (ORD), a public repository of structured organic reaction records. describe an organic reaction: reactants, conditions, products, and yield Reactants: crude product, CS(=O)C (dimethyl sulfoxide), CC(C)([O-])C.[K+] (potassium t-butoxide), O (water), CCCCCC (n-hexane). Run at temperature 100 celsius, time 2 hour. The product is C(=CC)OC1CCCCC1 (Cyclohexyl Propenyl Ether). Yield: 855.8%. RXN SMILES: CS(C)=O.C[C:6]([CH3:9])([O-])[CH3:7].[K+].[OH2:11].[CH3:12][CH2:13][CH2:14][CH2:15][CH2:16][CH3:17]>>[CH:7]([O:11][CH:14]1[CH2:13][CH2:12][CH2:17][CH2:16][CH2:15]1)=[CH:6][CH3:9] |f:1.2|. Procedure: A mixture of 280 g of the crude product, 300 g of dimethyl sulfoxide, and 22.5 g (0.2 mol) of potassium t-butoxide was heated at 100° C. on the oil bath and ripened for 2 hours at the temperature. The solution was allowed to cool, and 650 g of water and 600 g of n-hexane were added thereto, from which the organic layer was collected. The organic layer was washed with 250 g of water, and the solvent was distilled off in vacuum, leaving 300 g of an oily substance. The oily substance was subjected ...